This data is from the Open Reaction Database (ORD), a public repository of structured organic reaction records. The task is: describe an organic reaction: reactants, conditions, products, and yield The reactants are FC=1C=C2C3=C(N(C2=CC1)CC1=CC=CC2=CC=CC=C12)C(OC(C3)=O)=O (6-Fluoro-9-naphthalen-1-ylmethyl-4,9-dihydro-pyrano[3,4-b]indole-1,3-dione), N1CCOCC1 (morpholine). Product: FC=1C=C2C(=C(N(C2=CC1)CC1=CC=CC2=CC=CC=C12)C(=O)O)CC(=O)N1CCOCC1 (5-Fluoro-3-(2-morpholin-4-yl-2-oxo-ethyl)-1-naphthalen-1-ylmethyl-1H-indole-2-carboxylic acid). Reaction SMILES: [F:1][C:2]1[CH:3]=[C:4]2[C:8](=[CH:9][CH:10]=1)[N:7]([CH2:11][C:12]1[C:21]3[C:16](=[CH:17][CH:18]=[CH:19][CH:20]=3)[CH:15]=[CH:14][CH:13]=1)[C:6]1[C:22](=[O:27])[O:23][C:24](=[O:26])[CH2:25][C:5]2=1.[NH:28]1[CH2:33][CH2:32][O:31][CH2:30][CH2:29]1>>[F:1][C:2]1[CH:3]=[C:4]2[C:8](=[CH:9][CH:10]=1)[N:7]([CH2:11][C:12]1[C:21]3[C:16](=[CH:17][CH:18]=[CH:19][CH:20]=3)[CH:15]=[CH:14][CH:13]=1)[C:6]([C:22]([OH:23])=[O:27])=[C:5]2[CH2:25][C:24]([N:28]1[CH2:33][CH2:32][O:31][CH2:30][CH2:29]1)=[O:26]. Procedure: 6-Fluoro-9-naphthalen-1-ylmethyl-4,9-dihydro-pyrano[3,4-b]indole-1,3-dione (from example 34.1.) was ring opened with morpholine at 22° C. to give the title compound as a white solid. MS: 447.0 ([M+H]+). Reaction SMILES: [F:1][C:2]1[CH:7]=[CH:6][C:5]([NH:8][CH:9]([C:16]2[CH:21]=[CH:20][C:19]([F:22])=[CH:18][CH:17]=2)[CH:10]2[CH2:15][CH2:14][NH:13][CH2:12][CH2:11]2)=[CH:4][CH:3]=1.[O:23]1[CH:25]([CH2:26][O:27][C:28]2[CH:33]=[CH:32][CH:31]=[CH:30][CH:29]=2)[CH2:24]1.[ClH:34]>C(#N)C>[OH2:23].[ClH:34].[ClH:34].[F:22][C:19]1[CH:18]=[CH:17][C:16]([CH:9]([NH:8][C:5]2[CH:4]=[CH:3][C:2]([F:1])=[CH:7][CH:6]=2)[CH:10]2[CH2:15][CH2:14][N:13]([CH2:24][CH:25]([CH2:26][O:27][C:28]3[CH:33]=[CH:32][CH:31]=[CH:30][CH:29]=3)[OH:23])[CH2:12][CH2:11]2)=[CH:21][CH:20]=1.[F:22][C:19]1[CH:18]=[CH:17][C:16]([CH:9]([CH:10]2[CH2:15][CH2:14][N:13]([CH2:24][CH:25]([CH2:26][O:27][C:28]3[CH:33]=[CH:32][CH:31]=[CH:30][CH:29]=3)[OH:23])[CH2:12][CH2:11]2)[NH:8][C:5]2[CH:4]=[CH:3][C:2]([F:1])=[CH:7][CH:6]=2)=[CH:21][CH:20]=1.[ClH:34].[ClH:34] |f:4.5.6.7.8.9.10|. Procedure details: A mixture of 3.41 g (11.3 mmol) of the N,α-bis(4-fluorophenyl)-4-piperidinemethanamine and 2.20 g (14.7 mmol) of 1,2-epoxy-3-phenoxypropane in 400 mL of acetonitrile was heated at reflux for 46 h. The solvent was removed in vacuo, and the residue was subjected to flash chromatography (silica gel, eluted with 3% CH3OH in CH2Cl2) to give an oil. This was converted to the HCl salt, and the salt was recrystallized from CH3OH-ether to give give 3.20 g (53%) of a crystalline white solid, mp 229°-232° ... Product: O.Cl.Cl.FC1=CC=C(C=C1)C(C1CCN(CC1)CC(O)COC1=CC=CC=C1)NC1=CC=C(C=C1)F.FC1=CC=C(C=C1)C(NC1=CC=C(C=C1)F)C1CCN(CC1)CC(O)COC1=CC=CC=C1.Cl.Cl (4-[(4-Fluorophenyl)[(4-fluorophenyl)amino]methyl]-α-(phenoxymethyl)-1-piperidineethanol dihydrochloride hemihydrate). Isolated yield 53.0%. Run in C(C)#N (acetonitrile). Starting materials: FC1=CC=C(C=C1)NC(C1CCNCC1)C1=CC=C(C=C1)F (N,α-bis(4-fluorophenyl)-4-piperidinemethanamine), O1CC1COC1=CC=CC=C1 (1,2-epoxy-3-phenoxypropane), Cl (HCl). Reported procedure: 4-({1-[4-(5-Cyclopropylmethoxy-1,3-benzodioxol-4-yl)-5H-pyrrolo[3,2-d]pyrimidin-7-yl]-methanoyl}-amino)-piperidine-1-carboxylic acid tert-butyl ester from example A86 (4.02 g; 7.5 mmol) is dissolved in warm (40-70° C.) 2-propanol (37.5 mL). After addition of 4M HCl in dioxane (7.5 mL) the stirred reaction mixture is heated to 80° C. for two hours. Tert-butylmethylether (150 mL) is added to the reaction mixture while still warm (40-70° C.). After cooling in an ice bath the precipitated product is... Reactants: C(C)(C)(C)OC(=O)N1CCC(CC1)NC(=O)C1=CNC2=C1N=CN=C2C2=C(C=CC=1OCOC12)OCC1CC1 (4-({1-[4-(5-Cyclopropylmethoxy-1,3-benzodioxol-4-yl)-5H-pyrrolo[3,2-d]pyrimidin-7-yl]-methanoyl}-amino)-piperidine-1-carboxylic acid tert-butyl ester), C(C)(C)(C)OC (Tert-butylmethylether), CC(C)O (2-propanol), Cl (HCl). As a reaction SMILES: C(OC([N:8]1[CH2:13][CH2:12][CH:11]([NH:14][C:15]([C:17]2[C:21]3[N:22]=[CH:23][N:24]=[C:25]([C:26]4[C:34]5[O:33][CH2:32][O:31][C:30]=5[CH:29]=[CH:28][C:27]=4[O:35][CH2:36][CH:37]4[CH2:39][CH2:38]4)[C:20]=3[NH:19][CH:18]=2)=[O:16])[CH2:10][CH2:9]1)=O)(C)(C)C.CC(O)C.[ClH:44].C(OC)(C)(C)C>O1CCOCC1>[ClH:44].[NH:8]1[CH2:13][CH2:12][CH:11]([NH:14][C:15]([C:17]2[C:21]3[N:22]=[CH:23][N:24]=[C:25]([C:26]4[C:34]5[O:33][CH2:32][O:31][C:30]=5[CH:29]=[CH:28][C:27]=4[O:35][CH2:36][CH:37]4[CH2:38][CH2:39]4)[C:20]=3[NH:19][CH:18]=2)=[O:16])[CH2:10][CH2:9]1 |f:5.6|. Conditions: temperature 80 celsius. Product: Cl.N1CCC(CC1)NC(=O)C1=CNC2=C1N=CN=C2C2=C(C=CC=1OCOC12)OCC1CC1 (4-(5-Cyclopropylmethoxy-1,3-benzodioxol-4-yl)-5H-pyrrolo[3,2-d]pyrimidine-7-carboxylic acid piperidin-4-ylamide hydrochloride). Solvent: O1CCOCC1 (dioxane). Starting materials: O.NN (Hydrazine hydrate), OC(COC1=C(C(=O)CCC(=O)OC)C=CC=C1)CNC(C)C (methyl 3-[2-(2-hydroxy-3-isopropylaminopropoxy) benzoyl]propionate), C(C)(=O)O (acetic acid), C([O-])([O-])=O.[Na+].[Na+] (sodium carbonate). Solvent: O (water). Product: OC(COC1=C(C=CC=C1)C=1CCC(NN1)=O)C(C(C)C)N (6-[2-(2-hydroxy-3-isopropyl-aminopropoxy)-phenyl]-4,5-dihydro-3(2H)-pyridazinone). Isolated yield 66.0%. Reaction SMILES: [OH2:1].[NH2:2][NH2:3].O[CH:5]([CH2:22][NH:23]C(C)C)[CH2:6][O:7][C:8]1[CH:21]=[CH:20][CH:19]=[CH:18][C:9]=1[C:10]([CH2:12][CH2:13][C:14]([O:16]C)=O)=O.[C:27](=O)([O-])[O-].[Na+].[Na+].[C:33](O)(=O)[CH3:34]>O>[OH:1][CH:5]([CH:22]([NH2:23])[CH:33]([CH3:34])[CH3:27])[CH2:6][O:7][C:8]1[CH:21]=[CH:20][CH:19]=[CH:18][C:9]=1[C:10]1[CH2:12][CH2:13][C:14](=[O:16])[NH:2][N:3]=1 |f:0.1,3.4.5|. Procedure: Hydrazine hydrate (4.65 ml, 0.09 mole) was added to a solution of methyl 3-[2-(2-hydroxy-3-isopropylaminopropoxy) benzoyl]propionate (10 g, 0.03 mole) in glacial acetic acid (80 ml) and the solution was heated under reflux for one hour. Evaporation under reduced pressure gave an oil (25.5 g.) which was dissolved in water, treated with an excess of sodium carbonate solution and extracted with dichloromethane. Evaporation of the dried extracts gave an oil (10.3 g.) which was purified on a silica c... Starting materials: C12=C(CCC3=CC=CC=C13)C(=O)OC2=O (3,4-dihydronaphthalene-1,2-dicarboxylic acid anhydride), CC(CO)(CN)C (2,2-dimethyl-3-aminopropanol), O (water). The solvent is C1(=CC=CC=C1)C (toluene). Yields the product OCC(CN=C(O)C1=C(CCC2=CC=CC=C12)C(=O)O)(C)C (N-(3'-Hydroxy-2',2'-dimethylpropyl)-3,4-dihydronaphthalene-1,2-dicarboxylic acid imide). As a reaction SMILES: [C:1]12[C:14](=[O:15])[O:13][C:11](=[O:12])[C:2]=1[CH2:3][CH2:4][C:5]1[C:10]2=[CH:9][CH:8]=[CH:7][CH:6]=1.[CH3:16][C:17]([CH3:22])([CH2:20][NH2:21])[CH2:18][OH:19].O>C1(C)C=CC=CC=1>[OH:19][CH2:18][C:17]([CH3:22])([CH3:16])[CH2:20][N:21]=[C:14]([C:1]1[C:10]2[C:5](=[CH:6][CH:7]=[CH:8][CH:9]=2)[CH2:4][CH2:3][C:2]=1[C:11]([OH:13])=[O:12])[OH:15]. Procedure: 20.0 g (0.1 mol) of 3,4-dihydronaphthalene-1,2-dicarboxylic acid anhydride and 10.3 g (0.1 mol) of 2,2-dimethyl-3-aminopropanol are dissolved in 60 ml of toluene and the solution is refluxed for 2 hours, the water formed being separated off by means of a water separator. After the reaction has ended, the reaction mixture is concentrated to dryness in vacuo at 60° C. The residue is recrystallised from ethanol. This yields 25.1 g (87.9% of theory) of N-(3'-hydroxy-2',2'-dimethylpropyl)-3,4-dihydro... Product: CC1(Cc2ccc(Br)cc2)C(=O)N(c2cc(Cl)cc(Cl)c2)c2ncc(C(=O)O)n21. Reactants: [Br-], CC1(Cc2ccc(Br)cc2)C(=O)N(c2cc(Cl)cc(Cl)c2)c2ncc(I)n21, O=C=O, C1CCOC1, CC(C)[Mg+]. Reaction SMILES: [Br-:28].[Br:1][c:2]1[cH:3][cH:4][c:5]([CH2:6][C:7]2([CH3:25])[C:8](=[O:24])[N:9]([c:16]3[cH:17][c:18]([Cl:23])[cH:19][c:20]([Cl:22])[cH:21]3)[c:10]3[n:11]2[c:12]([I:15])[cH:13][n:14]3)[cH:26][cH:27]1.[C:33](=[O:34])=[O:35].[CH2:36]1[O:37][CH2:38][CH2:39][CH2:40]1.[CH:29]([Mg+:30])([CH3:31])[CH3:32]>>[Br:1][c:2]1[cH:3][cH:4][c:5]([CH2:6][C:7]2([CH3:25])[C:8](=[O:24])[N:9]([c:16]3[cH:17][c:18]([Cl:23])[cH:19][c:20]([Cl:22])[cH:21]3)[c:10]3[n:11]2[c:12]([C:33](=[O:34])[OH:35])[cH:13][n:14]3)[cH:26][cH:27]1. Reactants: CC([C@@H](C(=O)O)N1C(C2=CC(=CC=C2C1)C1=CC=C(C=C1)NS(=O)(=O)C1=CC=CC=C1)=O)C ((S)-3-Methyl-2-(1-oxo-6-(4-(phenylsulfonamido)phenyl)isoindolin-2-yl)butanoic acid), COC1=CC=C(C=C1)S(=O)(=O)NC1=CC=C(C=C1)C1=CC=C2CN(C(C2=C1)=O)[C@H](C(=O)OC)C(C)C ((S)-Methyl 2-(6-(4-(4-methoxyphenylsulfonamido)phenyl)-1-oxoisoindolin-2-yl)-3-methylbutanoate). Procedure details: The compound of example 90 was prepared analogous to compound of example 78 by hydrolysis of compound of example 89. RXN SMILES: CC(C)[C@H](N1CC2C(=CC(C3C=CC(NS(C4C=CC=CC=4)(=O)=O)=CC=3)=CC=2)C1=O)C(O)=O.[CH3:34][O:35][C:36]1[CH:41]=[CH:40][C:39]([S:42]([NH:45][C:46]2[CH:51]=[CH:50][C:49]([C:52]3[CH:60]=[C:59]4[C:55]([CH2:56][N:57]([C@@H:62]([CH:67]([CH3:69])[CH3:68])[C:63]([O:65]C)=[O:64])[C:58]4=[O:61])=[CH:54][CH:53]=3)=[CH:48][CH:47]=2)(=[O:44])=[O:43])=[CH:38][CH:37]=1>>[CH3:34][O:35][C:36]1[CH:41]=[CH:40][C:39]([S:42]([NH:45][C:46]2[CH:47]=[CH:48][C:49]([C:52]3[CH:60]=[C:59]4[C:55]([CH2:56][N:57]([C@@H:62]([CH:67]([CH3:69])[CH3:68])[C:63]([OH:65])=[O:64])[C:58]4=[O:61])=[CH:54][CH:53]=3)=[CH:50][CH:51]=2)(=[O:44])=[O:43])=[CH:38][CH:37]=1. Product: COC1=CC=C(C=C1)S(=O)(=O)NC1=CC=C(C=C1)C1=CC=C2CN(C(C2=C1)=O)[C@H](C(=O)O)C(C)C ((S)-2-(6-(4-(4-Methoxyphenylsulfonamido)phenyl)-1-oxoisoindolin-2-yl)-3-methylbutanoic acid). Isolated yield 87.0%. The yield is 48.4%. Product: CC1=C(C=CC(=C1)C)N1CCN(CC1)C(=O)C1=C(C=C(C=C1)N1C(CCCCC1)=O)S(=O)(=O)C (1-{4-[4-(2,4-dimethylphenyl)piperazine-1-carbonyl]-3-methanesulfonylphenyl}azepan-2-one). Reactants: BrC1=CC(=C(C=C1)C(=O)N1CCN(CC1)C1=C(C=C(C=C1)C)C)S(=O)(=O)C ((4-bromo-2-methanesulfonylphenyl)[4-(2,4-dimethylphenyl)piperazin-1-yl]methanone), N1C(CCCCC1)=O (azepan-2-one). RXN SMILES: Br[C:2]1[CH:7]=[CH:6][C:5]([C:8]([N:10]2[CH2:15][CH2:14][N:13]([C:16]3[CH:21]=[CH:20][C:19]([CH3:22])=[CH:18][C:17]=3[CH3:23])[CH2:12][CH2:11]2)=[O:9])=[C:4]([S:24]([CH3:27])(=[O:26])=[O:25])[CH:3]=1.[NH:28]1[CH2:34][CH2:33][CH2:32][CH2:31][CH2:30][C:29]1=[O:35]>>[CH3:23][C:17]1[CH:18]=[C:19]([CH3:22])[CH:20]=[CH:21][C:16]=1[N:13]1[CH2:14][CH2:15][N:10]([C:8]([C:5]2[CH:6]=[CH:7][C:2]([N:28]3[CH2:34][CH2:33][CH2:32][CH2:31][CH2:30][C:29]3=[O:35])=[CH:3][C:4]=2[S:24]([CH3:27])(=[O:26])=[O:25])=[O:9])[CH2:11][CH2:12]1. Procedure: Using (4-bromo-2-methanesulfonylphenyl)[4-(2,4-dimethylphenyl)piperazin-1-yl]methanone (451 mg) described in Preparation Example 110 and azepan-2-one (119 mg) and by the reaction and treatment in the same manner as in Example 1, the title compound (234 mg) was obtained. Reactants: CCOC(=O)C[SH]1N=C(Cl)C2=C(CCCO2)N1, CC(C)CCO, CN1CCNCC1. The product is CCOC(=O)C[SH]1N=C(N2CCN(C)CC2)C2=C(CCCO2)N1. As a reaction SMILES: [C:1](=[O:2])([O:3][CH2:4][CH3:5])[CH2:6][SH:7]1[N:8]=[C:9]([Cl:17])[C:10]2=[C:11]([NH:12]1)[CH2:13][CH2:14][CH2:15][O:16]2.[CH2:25]([OH:26])[CH2:27][CH:28]([CH3:29])[CH3:30].[CH3:18][N:19]1[CH2:20][CH2:21][NH:22][CH2:23][CH2:24]1>>[C:1](=[O:2])([O:3][CH2:4][CH3:5])[CH2:6][SH:7]1[N:8]=[C:9]([N:22]2[CH2:21][CH2:20][N:19]([CH3:18])[CH2:24][CH2:23]2)[C:10]2=[C:11]([NH:12]1)[CH2:13][CH2:14][CH2:15][O:16]2. Starting materials: C(C)OCCN1CCNCC1 (4-(2-ethoxyethyl)piperazine), [N+](=O)([O-])C=1C=CC(=C(C1)C)F (5-nitro-2-fluorotoluene), C(C)(C)N(C(C)C)CC (N,N-diisopropylethylamine). Solvent: CS(=O)C (dimethylsulfoxide). The product is OCCN1CCN(CC1)C1=C(C=C(C=C1)[N+](=O)[O-])C (1-(2-hydroxyethyl)-4-(2-methyl-4-nitrophenyl)piperazine). Reaction SMILES: C([O:3][CH2:4][CH2:5][N:6]1[CH2:11][CH2:10][NH:9][CH2:8][CH2:7]1)C.[N+:12]([C:15]1[CH:16]=[CH:17][C:18](F)=[C:19]([CH3:21])[CH:20]=1)([O-:14])=[O:13].C(N(CC)C(C)C)(C)C>CS(C)=O>[OH:3][CH2:4][CH2:5][N:6]1[CH2:7][CH2:8][N:9]([C:18]2[CH:17]=[CH:16][C:15]([N+:12]([O-:14])=[O:13])=[CH:20][C:19]=2[CH3:21])[CH2:10][CH2:11]1. Reported procedure: In the same manner as in Production Example 5-1, but using 4-(2-ethoxyethyl)piperazine in place of N-ethylpiperazine used in Production Example 5-1, using 5-nitro-2-fluorotoluene in place of 2-fluoro-5-nitrobenzyl alcohol, using N,N-diisopropylethylamine in place of potassium carbonate, and using dimethylsulfoxide in place of N-methylpyrrolidone, the entitled compound was obtained as a yellow solid.